This data is from the Open Reaction Database (ORD), a public repository of structured organic reaction records. The task is: describe an organic reaction: reactants, conditions, products, and yield Starting materials: [NH4+].[Cl-] (NH4Cl), C(C1=CC=CC=C1)N1C(NC(C2=CC=CC=C12)(C1=CC=CC=C1)C)=O (1-Benzyl-4-methyl-4-phenyl-3,4-dihydro-1H-quinazolin-2-one), CI (CH3I), [H-].[Na+] (NaH). Solvent: CN(C)C=O (DMF). Run at temperature 0 celsius, time 0.5 hour. Yields the product C(C1=CC=CC=C1)N1C(N(C(C2=CC=CC=C12)(C1=CC=CC=C1)C)C)=O (1-Benzyl-3,4-dimethyl-4-phenyl-3,4-dihydro-1H-quinazolin-2-one). As a reaction SMILES: [CH2:1]([N:8]1[C:17]2[C:12](=[CH:13][CH:14]=[CH:15][CH:16]=2)[C:11]([CH3:24])([C:18]2[CH:23]=[CH:22][CH:21]=[CH:20][CH:19]=2)[NH:10][C:9]1=[O:25])[C:2]1[CH:7]=[CH:6][CH:5]=[CH:4][CH:3]=1.[H-].[Na+].[CH3:28]I.[NH4+].[Cl-]>CN(C=O)C>[CH2:1]([N:8]1[C:17]2[C:12](=[CH:13][CH:14]=[CH:15][CH:16]=2)[C:11]([CH3:24])([C:18]2[CH:19]=[CH:20][CH:21]=[CH:22][CH:23]=2)[N:10]([CH3:28])[C:9]1=[O:25])[C:2]1[CH:3]=[CH:4][CH:5]=[CH:6][CH:7]=1 |f:1.2,4.5|. Procedure details: A mixture of 1-Benzyl-4-methyl-4-phenyl-3,4-dihydro-1H-quinazolin-2-one (1.0 g, 2.8 mmol) in DMF (800 mL) is cooled to 0° C., then NaH (0.134 g, 3.35 mmol) is added. After the addition the mixture is stirred at 0° C. for 0.5 h. Then CH3I (0.79 g, 5.6 mmol) is added and the mixture is stirred at r.t. overnight. Then the mixture is poured into NH4Cl (30 mL) and is extracted with EtOAc, dried over Na2SO4 and concentrated to give product. This is used in the next step without further purification.